From a dataset of the Open Reaction Database (ORD), a public repository of structured organic reaction records. describe an organic reaction: reactants, conditions, products, and yield Starting materials: [N+](=O)(O)[O-].CC1=NN(C(=C1)C)C(=N)N (3,5-dimethylpyrazole-1-carboxamidine nitrate), C(C)(C)N(CC)C(C)C (diisopropylethylamine), NCCNC1=NC=C(C(=N1)NC1=CC(=CC=C1)C)C(=O)N (2-(2-aminoethylamino)-4-(3-methylanilino)pyrimidine-5-carboxamide), C1CCOC1 (THF). Run in C(C)(=O)OCC (ethyl acetate), O (Water). Conditions: temperature 60 celsius. Product: [N+](=O)(O)[O-].N(C(=N)N)CCNC1=NC=C(C(=N1)NC1=CC(=CC=C1)C)C(=O)N (2-[(2-guanidinoethyl)amino]-4-(3-methylanilino)pyrimidine-5-carboxamide nitrate). RXN SMILES: [N+:1]([O-:4])([OH:3])=[O:2].CC1C=C(C)[N:8]([C:12](N)=[NH:13])N=1.C(N(C(C)C)CC)(C)C.[NH2:24][CH2:25][CH2:26][NH:27][C:28]1[N:33]=[C:32]([NH:34][C:35]2[CH:40]=[CH:39][CH:38]=[C:37]([CH3:41])[CH:36]=2)[C:31]([C:42]([NH2:44])=[O:43])=[CH:30][N:29]=1.C1COCC1>C(OCC)(=O)C.O>[N+:1]([O-:4])([OH:3])=[O:2].[NH:24]([CH2:25][CH2:26][NH:27][C:28]1[N:33]=[C:32]([NH:34][C:35]2[CH:40]=[CH:39][CH:38]=[C:37]([CH3:41])[CH:36]=2)[C:31]([C:42]([NH2:44])=[O:43])=[CH:30][N:29]=1)[C:12]([NH2:13])=[NH:8] |f:0.1,7.8|. Procedure: A 508 mg portion of 3,5-dimethylpyrazole-1-carboxamidine nitrate and 876 μl of diisopropylethylamine were added to a mixture of 328 mg of 2-(2-aminoethylamino)-4-(3-methylanilino)pyrimidine-5-carboxamide and THF, followed by stirring at 60° C. for one week. Water and ethyl acetate were added to the reaction mixture, and the water layer was concentrated under a reduced pressure. The resulting residue was washed with a mixed solution of methanol and ethyl acetate and then recrystallized from a mix... Reactants: FC=1C=C(C=CC1[N+](=O)[O-])N1CCN(CC1)CCC1=CC=C(C=C1)[N+](=O)[O-] (1-(3-Fluoro-4-nitrophenyl)-4-(4-nitrophenethyl)piperazine), [H][H] (hydrogen). Reagents/catalysts: [Pd] (palladium on carbon). Product: FC=1C=C(C=CC1N)N1CCN(CC1)CCC1=CC=C(C=C1)N (1-(3-Fluoro-4-aminophenyl)-4-(4-aminophenethyl)piperazine). RXN SMILES: [F:1][C:2]1[CH:3]=[C:4]([N:11]2[CH2:16][CH2:15][N:14]([CH2:17][CH2:18][C:19]3[CH:24]=[CH:23][C:22]([N+:25]([O-])=O)=[CH:21][CH:20]=3)[CH2:13][CH2:12]2)[CH:5]=[CH:6][C:7]=1[N+:8]([O-])=O.[H][H]>[Pd]>[F:1][C:2]1[CH:3]=[C:4]([N:11]2[CH2:16][CH2:15][N:14]([CH2:17][CH2:18][C:19]3[CH:20]=[CH:21][C:22]([NH2:25])=[CH:23][CH:24]=3)[CH2:13][CH2:12]2)[CH:5]=[CH:6][C:7]=1[NH2:8]. Procedure details: 1-(3-Fluoro-4-nitrophenyl)-4-(4-nitrophenethyl)piperazine (0.19 g) and 10% palladium on carbon (150 mg) were hydrogenated at 4 atmospheres and 60° until completion of hydrogen uptake. The catalyst was then filtered off, the solvent evaporated, and the residual product (0.06 g) used directly in the next stage. The reactants are CO, Cl, COC(=O)C1CN(CC=Cc2cc(F)ccc2F)CCC1CCCN1C(=O)COc2ccc(C#N)cc21, [Na+], [OH-], O. Yields the product N#Cc1ccc2c(c1)N(CCCC1CCN(CC=Cc3cc(F)ccc3F)CC1C(=O)O)C(=O)CO2. As a reaction SMILES: [CH3:41][OH:42].[ClH:40].[F:1][c:2]1[c:3]([CH:9]=[CH:10][CH2:11][N:12]2[CH2:13][CH:14]([C:34](=[O:35])[O:36][CH3:37])[CH:15]([CH2:18][CH2:19][CH2:20][N:21]3[C:22](=[O:33])[CH2:23][O:24][c:25]4[c:26]3[cH:27][c:28]([C:31]#[N:32])[cH:29][cH:30]4)[CH2:16][CH2:17]2)[cH:4][c:5]([F:8])[cH:6][cH:7]1.[Na+:39].[OH-:38].[OH2:43]>>[F:1][c:2]1[c:3]([CH:9]=[CH:10][CH2:11][N:12]2[CH2:13][CH:14]([C:34](=[O:35])[OH:36])[CH:15]([CH2:18][CH2:19][CH2:20][N:21]3[C:22](=[O:33])[CH2:23][O:24][c:25]4[c:26]3[cH:27][c:28]([C:31]#[N:32])[cH:29][cH:30]4)[CH2:16][CH2:17]2)[cH:4][c:5]([F:8])[cH:6][cH:7]1. The reactants are C1=CC(=CC=C1[N+](=O)[O-])O (p-nitrophenol), N1=CC=CC=C1 (pyridine), ClC(=O)OC(C)Cl (1-chloroethyl chloroformate), C(Cl)Cl (methylene chloride). Conditions: time 72 hour. Yields the product ClC(C)C1=C(C=CC(=C1)[N+](=O)[O-])OC(O)=O (Carbonic acid-(1-chloroethyl-4-nitrophenyl)-ester). As a reaction SMILES: [CH:1]1[C:6]([N+:7]([O-:9])=[O:8])=[CH:5][CH:4]=[C:3]([OH:10])[CH:2]=1.N1[CH:16]=[CH:15]C=CC=1.Cl[C:18]([O:20]C(Cl)C)=[O:19].C(Cl)[Cl:25]>>[Cl:25][CH:15]([C:4]1[CH:5]=[C:6]([N+:7]([O-:9])=[O:8])[CH:1]=[CH:2][C:3]=1[O:10][C:18](=[O:19])[OH:20])[CH3:16]. Reported procedure: To a solution of 12.6 g (90 mmol) of p-nitrophenol in 300 ml methylene chloride and 7.2 g (91 mmol) of pyridine, 14.2 g (99 mmol) of 1-chloroethyl chloroformate are added dropwise at -10° C. The solution is stirred for 72 hours at ambient temperature and then extracted with water and 0.5% sodium hydroxide solution. The combined organic extracts are dried and concentrated by evaporation. The residue is chromatographed on aluminium oxide and eluted with methylene chloride. The combined fractions a... The reactants are C(CCC)[Li] (n-butyllithium), CCOCC (ether), C1C=CC2=CC=CC=C12 (indene), [Cl-].[NH4+] (ammonium chloride), CCOCC (ether), CCOCC (ether), ClCCN1CCOCC1 (N-(2-chloroethyl)morpholine). Yield: 60.0%. As a reaction SMILES: [CH2:1]1[C:9]2[C:4](=[CH:5][CH:6]=[CH:7][CH:8]=2)[CH:3]=[CH:2]1.[CH2:10]([Li])[CH2:11][CH2:12][CH3:13].ClCC[N:18]1CC[O:21][CH2:20][CH2:19]1.[Cl-].[NH4+].[CH3:26]COCC>>[CH3:26][C:2]1[CH2:3][C:4]2[C:9]([C:1]=1[N:18]1[CH2:19][CH2:20][O:21][CH:11]([CH2:12][CH3:13])[CH2:10]1)=[CH:8][CH:7]=[CH:6][CH:5]=2 |f:3.4|. Procedure: 5.8 g (0.05 mol) indene was taken up in 50 mL dry ether under nitrogen. To this solution a solution of 2.303 g (0.05 mol) n-butyllithium (2.1 M) in 150 mL of ether was added dropwise. The solution was stirred at room temperature for 2 hours and a solution of 33.5 g (0.18 mol) N-(2-chloroethyl)morpholine was added and stirred overnight at room temperature. The reaction mixture was neutralized with saturated ammonium chloride solution and the ether layer separated and dried over magnesium sulfate ... Run at time 2 hour. The product is CC=1CC2=CC=CC=C2C1N1CC(OCC1)CC (2-methyl-3-(2-ethyl N-morpholinyl)indene).